This data is from the Open Reaction Database (ORD), a public repository of structured organic reaction records. The task is: describe an organic reaction: reactants, conditions, products, and yield Reactants: C(C1=CC=CC=C1)C([C@H](NC(=O)OCC1=CC=CC=C1)C(=O)C1C(C1)(C(=O)OC1C(CCC1C)C)N)C(O)=O (β-Benzyl-N-benzyloxycarbonyl-L-aspartyl-1-aminocyclopropanecarboxylic acid, 2,5-dimethylcyclopentyl ester), C1=CCC=CC1 (1,4-cyclohexadiene). Reagents/catalysts: [Pd] (palladium-on-carbon). The solvent is C(C)O (ethanol). Run at time 10 minute. Yields the product N[C@@H](CC(O)=O)C(=O)C1C(C1)(C(=O)OC1C(CCC1C)C)N (L-Aspartyl 1-aminocyclopropanecarboxylic acid, 2,5-dimethylcyclopentyl ester). Isolated yield 72.0%. Reaction SMILES: C([CH:8]([C:37](=[O:39])[OH:38])[C@@H:9]([C:21]([CH:23]1[CH2:25][C:24]1([NH2:36])[C:26]([O:28][CH:29]1[CH:33]([CH3:34])[CH2:32][CH2:31][CH:30]1[CH3:35])=[O:27])=[O:22])[NH:10]C(OCC1C=CC=CC=1)=O)C1C=CC=CC=1.C1CC=CCC=1>[Pd].C(O)C>[NH2:10][C@H:9]([C:21]([CH:23]1[CH2:25][C:24]1([NH2:36])[C:26]([O:28][CH:29]1[CH:33]([CH3:34])[CH2:32][CH2:31][CH:30]1[CH3:35])=[O:27])=[O:22])[CH2:8][C:37](=[O:38])[OH:39]. Procedure details: A mixture of compound 3 (0.31 g), 1,4-cyclohexadiene (0.46 g), 10% palladium-on-carbon (0.3 g) and 95% ethanol (10 ml) was placed in an ultrasonic bath for 10 minutes. The mixture was then filtered through Celite, and the solvent was evaporated to yield 130 mg of a colorless oil which solidified upon standing. This was purified by HPLC using a reverse phase C18 column, 60% methanol in water as eluent to yield the desired product as a white solid (72 mg, 40%). MP: 155.5°-157° C. FAB MS (m/z): 313...